From a dataset of the Open Reaction Database (ORD), a public repository of structured organic reaction records. describe an organic reaction: reactants, conditions, products, and yield The reactants are BrC1=C2C=CC(=NC2=CC=C1)C (5-bromo-2-methylquinoline), C(\C=C/C(=O)OCC)(=O)OCC (diethyl maleate), C1(=C(C=CC=C1)P(C1=C(C=CC=C1)C)C1=C(C=CC=C1)C)C (tri(o-tolyl)phosphine), C([O-])([O-])=O.[K+].[K+] (potassium carbonate). The reagents and catalysts are C(C)(=O)[O-].[Pd+2].C(C)(=O)[O-] (palladium acetate). Run in CN(C)C=O (DMF). Reaction conditions: temperature 100 celsius, time 8 hour. Yields the product C(C)OC(C(=CC(=O)OCC)C1=C2C=CC=NC2=CC=C1)=O (diethyl-2-(5-quinolinyl)-2-butenedioate). As a reaction SMILES: Br[C:2]1[CH:11]=[CH:10][CH:9]=[C:8]2[C:3]=1[CH:4]=[CH:5][C:6](C)=[N:7]2.[C:13]([O:22][CH2:23][CH3:24])(=[O:21])/[CH:14]=[CH:15]\[C:16]([O:18][CH2:19][CH3:20])=[O:17].C1(C)C=CC=CC=1P(C1C=CC=CC=1C)C1C=CC=CC=1C.C(=O)([O-])[O-].[K+].[K+]>CN(C=O)C.C([O-])(=O)C.[Pd+2].C([O-])(=O)C>[CH2:19]([O:18][C:16](=[O:17])[C:15]([C:2]1[CH:11]=[CH:10][CH:9]=[C:8]2[C:3]=1[CH:4]=[CH:5][CH:6]=[N:7]2)=[CH:14][C:13]([O:22][CH2:23][CH3:24])=[O:21])[CH3:20] |f:3.4.5,7.8.9|. Reported procedure: To a stirred solution of 5-bromo-2-methylquinoline (2.87 g) in DMF (60 mL) at room temperature, diethyl maleate (5.15 mL), palladium acetate (0.16 g), tri(o-tolyl)phosphine (0.42 g) and potassium carbonate (3.80 g) were subsequently added then the reaction mixture was warmed to 100° C. and stirring continued overnight. After cooling, the reaction mixture was quenched with water and extracted twice with diethyl ether. The combined organic layers were collected, dried over sodium sulphate and conc... Reactants: [Al+3], C1CCOC1, CON(C)C(=O)c1cc2ccc(C(F)(F)F)cc2s1, CCOC(C)=O, [H-], [H-], [H-], [H-], [K+], [Li+], O, O=S(=O)([O-])O. The product is O=Cc1cc2ccc(C(F)(F)F)cc2s1. As a reaction SMILES: [Al+3:21].[CH2:33]1[O:34][CH2:35][CH2:36][CH2:37]1.[CH3:1][O:2][N:3]([C:4](=[O:5])[c:6]1[s:7][c:8]2[c:9]([cH:10]1)[cH:11][cH:12][c:13]([C:15]([F:16])([F:17])[F:18])[cH:14]2)[CH3:19].[CH3:38][CH2:39][O:40][C:41]([CH3:42])=[O:43].[H-:20].[H-:23].[H-:24].[H-:25].[K+:31].[Li+:22].[OH2:32].[S:26](=[O:27])(=[O:28])([OH:29])[O-:30]>>[CH:4](=[O:5])[c:6]1[s:7][c:8]2[c:9]([cH:10]1)[cH:11][cH:12][c:13]([C:15]([F:16])([F:17])[F:18])[cH:14]2. The reactants are C1(=CC=CC=C1)C(C(C(C)=O)=NO)=O (1-phenyl-butane-1,2,3-trione 2-oxime), Cl.Cl.C(C1=CC=CC=C1)NN (benzyl hydrazine dihydrochloride). Solvent: CCO (EtOH), CCO (EtOH). Reaction conditions: time 96 hour. Yields the product C(C1=CC=CC=C1)N1N=C(C(=C1C1=CC=CC=C1)N=O)C (1-benzyl-3-methyl-4-nitroso-5-phenyl-1H-pyrazole). Reaction SMILES: [C:1]1([C:7](=O)[C:8](=[N:12][OH:13])[C:9](=O)[CH3:10])[CH:6]=[CH:5][CH:4]=[CH:3][CH:2]=1.Cl.Cl.[CH2:17]([NH:24][NH2:25])[C:18]1[CH:23]=[CH:22][CH:21]=[CH:20][CH:19]=1>CCO>[CH2:17]([N:24]1[C:7]([C:1]2[CH:6]=[CH:5][CH:4]=[CH:3][CH:2]=2)=[C:8]([N:12]=[O:13])[C:9]([CH3:10])=[N:25]1)[C:18]1[CH:23]=[CH:22][CH:21]=[CH:20][CH:19]=1 |f:1.2.3|. Reported procedure: To a 0° C. solution of 2.32 g of 1-phenyl-butane-1,2,3-trione 2-oxime in 31 mL of EtOH was added a suspension of 2.43 g benzyl hydrazine dihydrochloride in 9 mL EtOH. The reaction mixture was warmed to rt and stirred for 96 h. The reaction mixture was concentrated under reduced pressure and purified by means of MPLC (120 g SiO2, 45% EtOAc:Heptane) to obtain 1-benzyl-3-methyl-4-nitroso-5-phenyl-1H-pyrazole. A suspension of 2.55 g 1-benzyl-3-methyl-4-nitroso-5-phenyl-1H-pyrazole, 34 mL EtOAc and 5... Starting materials: CO, CC#N, C[Si](C)(C)I, [Na+], [Na+], COCC(C)Oc1cc(O)cc(C(=O)Nc2cnc(C)cn2)c1, O=S([O-])([O-])=S. Yields the product Cc1cnc(NC(=O)c2cc(O)cc(OC(C)CO)c2)cn1. Reaction SMILES: [CH3:29][OH:30].[CH3:38][C:39]#[N:40].[I:1][Si:2]([CH3:3])([CH3:4])[CH3:5].[Na+:36].[Na+:37].[OH:6][c:7]1[cH:8][c:9]([C:10](=[O:11])[NH:12][c:13]2[n:14][cH:15][c:16]([CH3:19])[n:17][cH:18]2)[cH:20][c:21]([O:23][CH:24]([CH2:25][O:26][CH3:27])[CH3:28])[cH:22]1.[S:31]([O-:32])([O-:33])(=[O:34])=[S:35]>>[OH:6][c:7]1[cH:8][c:9]([C:10](=[O:11])[NH:12][c:13]2[n:14][cH:15][c:16]([CH3:19])[n:17][cH:18]2)[cH:20][c:21]([O:23][CH:24]([CH2:25][OH:26])[CH3:28])[cH:22]1. Starting materials: COC=1C=C(C=CC1)S (3-methoxybenzenethiol), ClC1=NC=CC(=C1)[N+](=O)[O-] (2-chloro-4-nitropyridine), [H-].[Na+] (sodium hydride), oil. The product is ClC1=NC=CC(=C1)SC1=CC(=CC=C1)OC (2-chloro-4-(3-methoxyphenylthio)pyridine). Yield: 95.1%. Reaction SMILES: [CH3:1][O:2][C:3]1[CH:4]=[C:5]([SH:9])[CH:6]=[CH:7][CH:8]=1.[H-].[Na+].[Cl:12][C:13]1[CH:18]=[C:17]([N+]([O-])=O)[CH:16]=[CH:15][N:14]=1>>[Cl:12][C:13]1[CH:18]=[C:17]([S:9][C:5]2[CH:6]=[CH:7][CH:8]=[C:3]([O:2][CH3:1])[CH:4]=2)[CH:16]=[CH:15][N:14]=1 |f:1.2|. Reported procedure: Using the method of Example 3, Step A, 3-methoxybenzenethiol (884 mg, 6.31 mmol), 60% sodium hydride in mineral oil (252 mg, 6.31 mmol), and 2-chloro-4-nitropyridine (1.00 g, 6.31 mmol) were reacted to provide 2-chloro-4-(3-methoxyphenylthio)pyridine (1.51 g, 95% yield) as an oil. 1H NMR (CDCl3) δ 8.12 (d, 1H), 7.39 (t, 1H), 7.13 (d, 1H), 7.08 (s, 1H), 7.03 (d, 1H), 6.93 (s, 1H), 6.88 (d, 1H), 3.83 (s, 3H).